From a dataset of the Open Reaction Database (ORD), a public repository of structured organic reaction records. describe an organic reaction: reactants, conditions, products, and yield RXN SMILES: [Br:1][c:2]1[cH:3][n:4][c:5]([O:12][c:13]2[cH:14][cH:15][c:16]([F:19])[cH:17][cH:18]2)[c:6]([C:7](=[O:8])[O:9][CH3:10])[cH:11]1.[C:23](#[N:24])[CH2:25][CH3:26].[Cu:27]([I:28])[I:29].[Na:20][C:21]#[N:22]>>[c:2]1([C:21]#[N:22])[cH:3][n:4][c:5]([O:12][c:13]2[cH:14][cH:15][c:16]([F:19])[cH:17][cH:18]2)[c:6]([C:7](=[O:8])[O:9][CH3:10])[cH:11]1. The reactants are COC(=O)c1cc(Br)cnc1Oc1ccc(F)cc1, CCC#N, I[Cu]I, N#C[Na]. The product is COC(=O)c1cc(C#N)cnc1Oc1ccc(F)cc1. Reactants: CCO, CCOC(=O)C(C(C)C)C(C)C=C(Cl)Cl, [Na+], [OH-], O. The product is CC(C)C(C(=O)O)C(C)C=C(Cl)Cl. As a reaction SMILES: [CH3:19][CH2:20][OH:21].[Cl:1][C:2](=[CH:3][CH:4]([CH:5]([C:6](=[O:7])[O:8][CH2:9][CH3:10])[CH:11]([CH3:12])[CH3:13])[CH3:14])[Cl:15].[Na+:17].[OH-:16].[OH2:18]>>[Cl:1][C:2](=[CH:3][CH:4]([CH:5]([C:6](=[O:7])[OH:8])[CH:11]([CH3:12])[CH3:13])[CH3:14])[Cl:15]. Starting materials: Br, CC(=O)O, CCC(CC)CC1CC(c2onc(C(CC(=O)Nc3ccc(C)cc3Cl)CC(=O)OC(C)(C)C)c2C2CC2)C1, [Na+], [OH-], O. The product is CCC(CC)CC1CC(c2onc(C(CC(=O)O)CC(=O)Nc3ccc(C)cc3Cl)c2C2CC2)C1. As a reaction SMILES: [BrH:41].[CH3:44][C:45](=[O:46])[OH:47].[Cl:1][c:2]1[c:3]([NH:9][C:10](=[O:11])[CH2:12][CH:13]([CH2:14][C:15](=[O:16])[O:17][C:18]([CH3:19])([CH3:20])[CH3:21])[c:22]2[n:23][o:24][c:25]([CH:30]3[CH2:31][CH:32]([CH2:34][CH:35]([CH2:36][CH3:37])[CH2:38][CH3:39])[CH2:33]3)[c:26]2[CH:27]2[CH2:28][CH2:29]2)[cH:4][cH:5][c:6]([CH3:8])[cH:7]1.[Na+:43].[OH-:42].[OH2:40]>>[Cl:1][c:2]1[c:3]([NH:9][C:10](=[O:11])[CH2:12][CH:13]([CH2:14][C:15](=[O:16])[OH:17])[c:22]2[n:23][o:24][c:25]([CH:30]3[CH2:31][CH:32]([CH2:34][CH:35]([CH2:36][CH3:37])[CH2:38][CH3:39])[CH2:33]3)[c:26]2[CH:27]2[CH2:28][CH2:29]2)[cH:4][cH:5][c:6]([CH3:8])[cH:7]1. The reactants are COc2ccc1cc(OC)ccc1c2 (substrate), C[Mg]Br (effective_coupling_partner). Reagents/catalysts: PCy3. Reaction conditions: temperature 80 celsius, time 20 minute. Yields the product Cc2ccc1cc(C)ccc1c2. Reactants: CC1=NC=CC(=C1)C=1C=C(C=C(C1)N)N (5-(2-Methylpyridin-4-yl)benzene-1,3-diamine), 4.A, O=C([C@H](CC1=CC=CC=C1)NC(OC(C)(C)C)=O)NC=1N=C(SC1)C1=CC=NC=C1 ((S)-tert-Butyl 1-oxo-3-phenyl-1-(2-(pyridin-4-yl)thiazol-4-ylamino)propan-2-ylcarbamate). Yields the product NC=1C=C(C=C(C1)C1=CC(=NC=C1)C)NC([C@H](CC1=CC=CC=C1)NC(OC(C)(C)C)=O)=O (tert-Butyl (S)-1-(3-amino-5-(2-methylpyridin-4-yl)phenylamino)-1-oxo-3-phenylpropan-2-ylcarbamate). RXN SMILES: [CH3:1][C:2]1[CH:7]=[C:6]([C:8]2[CH:9]=[C:10]([NH2:15])[CH:11]=[C:12]([NH2:14])[CH:13]=2)[CH:5]=[CH:4][N:3]=1.[O:16]=[C:17](NC1N=C(C2C=CN=CC=2)SC=1)[C@@H:18]([NH:26][C:27](=[O:33])[O:28][C:29]([CH3:32])([CH3:31])[CH3:30])[CH2:19][C:20]1[CH:25]=[CH:24][CH:23]=[CH:22][CH:21]=1>>[NH2:14][C:12]1[CH:11]=[C:10]([NH:15][C:17](=[O:16])[C@@H:18]([NH:26][C:27](=[O:33])[O:28][C:29]([CH3:30])([CH3:31])[CH3:32])[CH2:19][C:20]2[CH:25]=[CH:24][CH:23]=[CH:22][CH:21]=2)[CH:9]=[C:8]([C:6]2[CH:5]=[CH:4][N:3]=[C:2]([CH3:1])[CH:7]=2)[CH:13]=1. Procedure: This title compound was prepared from 51.1C (2.10 g, 10.0 mmol) according the procedure described above for conversion of 4.A to 4.B. The product 51.1D was purified by flash chromatography on silica gel using 0-7% MeOH/CH2Cl2 for elution. Reaction SMILES: [CH3:22][C:23](=[O:24])[OH:25].[N:18]([O-:19])=[O:20].[NH2:1][c:2]1[c:3](-[c:12]2[cH:13][cH:14][cH:15][cH:16][cH:17]2)[c:4]([C:7](=[O:8])[O:9][CH2:10][CH3:11])[n:5][o:6]1.[Na+:21].[O:27]1[CH2:28][CH2:29][CH2:30][CH2:31]1.[OH2:26]>>[cH:2]1[c:3](-[c:12]2[cH:13][cH:14][cH:15][cH:16][cH:17]2)[c:4]([C:7](=[O:8])[O:9][CH2:10][CH3:11])[n:5][o:6]1. Product: CCOC(=O)c1nocc1-c1ccccc1. Reactants: CC(=O)O, O=N[O-], CCOC(=O)c1noc(N)c1-c1ccccc1, [Na+], C1CCOC1, O. The reactants are ClC1=C(C=CC(=N1)NC(=O)C1(CC1)C1=CC2=C(OC(O2)(F)F)C=C1)C (N-(6-chloro-5-methylpyridin-2-yl)-1-(2,2-difluorobenzo[d][1,3]dioxol-5-yl)cyclopropanecarboxamide), FC=1C=C(C(=NC1)OC)B1OC(C(O1)(C)C)(C)C (5-fluoro-2-methoxy-3-(4,4,5,5-tetramethyl-1,3,2-dioxaborolan-2-yl)pyridine), C([O-])([O-])=O.[Na+].[Na+] (sodium carbonate). The reagents and catalysts are C=1C=CC(=CC1)[P](C=2C=CC=CC2)(C=3C=CC=CC3)[Pd]([P](C=4C=CC=CC4)(C=5C=CC=CC5)C=6C=CC=CC6)([P](C=7C=CC=CC7)(C=8C=CC=CC8)C=9C=CC=CC9)[P](C=1C=CC=CC1)(C=1C=CC=CC1)C=1C=CC=CC1 (tetrakis(triphenylphosphine)palladium). Solvent: COCCOC (1,2-dimethoxyethane). Run at temperature 80 celsius. Yields the product FC1(OC2=C(O1)C=CC(=C2)C2(CC2)C(=O)NC2=CC=C(C(=N2)C=2C(=NC=C(C2)F)OC)C)F (1-(2,2-difluorobenzo[d][1,3]dioxol-5-yl)-N-(5′-fluoro-2′-methoxy-3-methyl-2,3′-bipyridin-6-yl)cyclopropanecarboxamide). The yield is 30.6%. RXN SMILES: Cl[C:2]1[N:7]=[C:6]([NH:8][C:9]([C:11]2([C:14]3[CH:24]=[CH:23][C:17]4[O:18][C:19]([F:22])([F:21])[O:20][C:16]=4[CH:15]=3)[CH2:13][CH2:12]2)=[O:10])[CH:5]=[CH:4][C:3]=1[CH3:25].[F:26][C:27]1[CH:28]=[C:29](B2OC(C)(C)C(C)(C)O2)[C:30]([O:33][CH3:34])=[N:31][CH:32]=1.C(=O)([O-])[O-].[Na+].[Na+]>COCCOC.C1C=CC([P]([Pd]([P](C2C=CC=CC=2)(C2C=CC=CC=2)C2C=CC=CC=2)([P](C2C=CC=CC=2)(C2C=CC=CC=2)C2C=CC=CC=2)[P](C2C=CC=CC=2)(C2C=CC=CC=2)C2C=CC=CC=2)(C2C=CC=CC=2)C2C=CC=CC=2)=CC=1>[F:21][C:19]1([F:22])[O:18][C:17]2[CH:23]=[CH:24][C:14]([C:11]3([C:9]([NH:8][C:6]4[N:7]=[C:2]([C:29]5[C:30]([O:33][CH3:34])=[N:31][CH:32]=[C:27]([F:26])[CH:28]=5)[C:3]([CH3:25])=[CH:4][CH:5]=4)=[O:10])[CH2:13][CH2:12]3)=[CH:15][C:16]=2[O:20]1 |f:2.3.4,^1:59,61,80,99|. Procedure details: To N-(6-chloro-5-methylpyridin-2-yl)-1-(2,2-difluorobenzo[d][1,3]dioxol-5-yl)cyclopropanecarboxamide (0.1 g, 0.3 mmol) in 1,2-dimethoxyethane (3 mL) was added 5-fluoro-2-methoxy-3-(4,4,5,5-tetramethyl-1,3,2-dioxaborolan-2-yl)pyridine (0.1 g, 0.39 mmol), tetrakis(triphenylphosphine)palladium (0) (17 mg, 0.015 mmol), and 2 M sodium carbonate (0.3 mL, 0.6 mmol) and the reaction mixture was heated to 80° C. overnight. The crude material was purified by silica gel chromatography (eluting with 0-35% e... Starting materials: BrC(C)C=1OC(C(N1)(C)C)=O (2-(1-bromo-ethyl)-4,4dimethyl-4H-oxazol-5-one), [K+].C(C)OC(=S)[S-] (O-ethyl xanthic acid potassium salt). Run in C(C)#N (acetonitrile). Reaction conditions: time 5 hour. Product: C(C)OC(SC(C)C=1OC(C(N1)(C)C)=O)=S (dithiocarbonic acid S-[1-(4,4-dimethyl-5-oxo-4,5-dihydro-oxazol-2-yl)-ethyl] ester O-ethyl ester). The yield is 81.3%. Reaction SMILES: Br[CH:2]([C:4]1[O:5][C:6](=[O:11])[C:7]([CH3:10])([CH3:9])[N:8]=1)[CH3:3].[K+].[CH2:13]([O:15][C:16]([S-:18])=[S:17])[CH3:14]>C(#N)C>[CH2:13]([O:15][C:16](=[S:17])[S:18][CH:2]([C:4]1[O:5][C:6](=[O:11])[C:7]([CH3:10])([CH3:9])[N:8]=1)[CH3:3])[CH3:14] |f:1.2|. Reported procedure: To a solution of 2-(1-bromo-ethyl)-4,4dimethyl-4H-oxazol-5-one (3.00 g; 13.6 mmol) and 50 mL acetonitrile was added O-ethyl xanthic acid potassium salt (2.18 g; 13.6 mmol). The mixture was stirred under a nitrogen atmosphere at room temperature for 5 hours. The reaction mixture was filtered and the solid was washed with 10 mL acetontrile 10 mL. The combined filtrate was concentrated under reduced pressure to afford 2.89 g (81%) of dithiocarbonic acid S-[1-(4,4-dimethyl-5-oxo-4,5-dihydro-oxazol-2... Starting materials: O=C([O-])[O-], ClCCl, CC#N, COc1cc2c(NC(C)C)ncnc2cc1OCCCCS(C)(=O)=NS(=O)(=O)c1ccc([N+](=O)[O-])cc1, [Cs+], [Cs+], O, Sc1ccccc1. Yields the product COc1cc2c(NC(C)C)ncnc2cc1OCCCCS(C)(=N)=O. RXN SMILES: [C:38](=[O:39])([O-:40])[O-:41].[CH2:55]([Cl:56])[Cl:57].[CH3:51][C:52]#[N:53].[CH:1]([CH3:2])([CH3:3])[NH:4][c:5]1[n:6][cH:7][n:8][c:9]2[cH:10][c:11]([O:17][CH2:18][CH2:19][CH2:20][CH2:21][S:22](=[O:23])(=[N:24][S:25]([c:26]3[cH:27][cH:28][c:29]([N+:30]([O-:31])=[O:32])[cH:33][cH:34]3)(=[O:35])=[O:36])[CH3:37])[c:12]([O:15][CH3:16])[cH:13][c:14]12.[Cs+:42].[Cs+:43].[OH2:54].[SH:44][c:45]1[cH:46][cH:47][cH:48][cH:49][cH:50]1>>[CH:1]([CH3:2])([CH3:3])[NH:4][c:5]1[n:6][cH:7][n:8][c:9]2[cH:10][c:11]([O:17][CH2:18][CH2:19][CH2:20][CH2:21][S:22](=[O:23])(=[NH:24])[CH3:37])[c:12]([O:15][CH3:16])[cH:13][c:14]12.